Dataset: the Open Reaction Database (ORD), a public repository of structured organic reaction records. Task: describe an organic reaction: reactants, conditions, products, and yield Starting materials: C1CCOC1, O=C(O)c1ccc(CCCl)cc1, O=S(=O)(O)O. The product is O=Cc1ccc(CCCl)cc1. As a reaction SMILES: [CH2:18]1[O:19][CH2:20][CH2:21][CH2:22]1.[Cl:1][CH2:2][CH2:3][c:4]1[cH:5][cH:6][c:7]([C:8](=[O:9])[OH:10])[cH:11][cH:12]1.[S:13](=[O:14])(=[O:15])([OH:16])[OH:17]>>[Cl:1][CH2:2][CH2:3][c:4]1[cH:5][cH:6][c:7]([CH:8]=[O:9])[cH:11][cH:12]1. Reactants: COC(=O)C=1C(=C2C=C(C(N(C2=C(N1)Br)CC1=CC=CC=C1)=O)C)O (1-benzyl-8-bromo-5-hydroxy-3-methyl-2-oxo-1,2-dihydro-[1,7]naphthyridine-6-carboxylic acid methyl ester), C(CCC)[Sn](C=1C=NC=CC1)(CCCC)CCCC (3-tributylstannanyl-pyridine), CCOC(=O)C (EtOAc), Cl (HCl). Reagents/catalysts: Cl[Pd]([P](C1=CC=CC=C1)(C2=CC=CC=C2)C3=CC=CC=C3)([P](C4=CC=CC=C4)(C5=CC=CC=C5)C6=CC=CC=C6)Cl (PdCl2(PPh3)2). Run in CN(C)C=O (DMF), [Cl-].[Na+].O (brine). Conditions: temperature 120 celsius. Yields the product COC(=O)C=1C(=C2C=C(C(N(C2=C(N1)C=1C=NC=CC1)CC1=CC=CC=C1)=O)C)O (1-Benzyl-5-hydroxy-3-methyl-2-oxo-8-pyridin-3-yl-1,2-dihydro-[1,7]naphthyridine-6-carboxylic acid methyl ester). Isolated yield 56.3%. As a reaction SMILES: [CH3:1][O:2][C:3]([C:5]1[C:6]([OH:25])=[C:7]2[C:12](=[C:13](Br)[N:14]=1)[N:11]([CH2:16][C:17]1[CH:22]=[CH:21][CH:20]=[CH:19][CH:18]=1)[C:10](=[O:23])[C:9]([CH3:24])=[CH:8]2)=[O:4].C([Sn](CCCC)(CCCC)[C:31]1[CH:32]=[N:33][CH:34]=[CH:35][CH:36]=1)CCC.CCOC(C)=O.Cl>CN(C=O)C.[Cl-].[Na+].O.Cl[Pd](Cl)([P](C1C=CC=CC=1)(C1C=CC=CC=1)C1C=CC=CC=1)[P](C1C=CC=CC=1)(C1C=CC=CC=1)C1C=CC=CC=1>[CH3:1][O:2][C:3]([C:5]1[C:6]([OH:25])=[C:7]2[C:12](=[C:13]([C:31]3[CH:32]=[N:33][CH:34]=[CH:35][CH:36]=3)[N:14]=1)[N:11]([CH2:16][C:17]1[CH:22]=[CH:21][CH:20]=[CH:19][CH:18]=1)[C:10](=[O:23])[C:9]([CH3:24])=[CH:8]2)=[O:4] |f:5.6.7,^1:62,81|. Procedure: A mixture of 1-benzyl-8-bromo-5-hydroxy-3-methyl-2-oxo-1,2-dihydro-[1,7]naphthyridine-6-carboxylic acid methyl ester (170 mg, 0.42 mmol), 3-tributylstannanyl-pyridine (0.2 mL, 0.63 mmol), and PdCl2(PPh3)2 (59 mg, 0.084 mmol) in 5 mL of DMF was heated at 120° C. for 2 h under nitrogen atmosphere. After the mixture was cooled to r.t., EtOAc (50 mL) and brine (10 mL) were added. 1M HCl was added with stirring until pH was about 3. The aqueous layer was extracted with additional EtOAc, and the combi... The reactants are [Br-], CC(C)(C)[O-], COc1ccc(C=O)cc1OC1CCCC1, Clc1cccc(Cl)c1C[P+](c1ccccc1)(c1ccccc1)c1ccccc1, [K+], C1CCOC1. Product: COc1ccc(C=Cc2c(Cl)cccc2Cl)cc1OC1CCCC1. Reaction SMILES: [Br-:1].[CH3:30][C:31]([CH3:32])([O-:33])[CH3:34].[CH:36]1([O:41][c:42]2[cH:43][c:44]([CH:45]=[O:46])[cH:47][cH:48][c:49]2[O:50][CH3:51])[CH2:37][CH2:38][CH2:39][CH2:40]1.[Cl:2][c:3]1[c:4]([CH2:5][P+:6]([c:7]2[cH:8][cH:9][cH:10][cH:11][cH:12]2)([c:13]2[cH:14][cH:15][cH:16][cH:17][cH:18]2)[c:19]2[cH:20][cH:21][cH:22][cH:23][cH:24]2)[c:25]([Cl:29])[cH:26][cH:27][cH:28]1.[K+:35].[O:52]1[CH2:53][CH2:54][CH2:55][CH2:56]1>>[Cl:2][c:3]1[c:4]([CH:5]=[CH:45][c:44]2[cH:43][c:42]([O:41][CH:36]3[CH2:37][CH2:38][CH2:39][CH2:40]3)[c:49]([O:50][CH3:51])[cH:48][cH:47]2)[c:25]([Cl:29])[cH:26][cH:27][cH:28]1. The reactants are BrCCCBr, O=C([O-])[O-], COC(=O)COc1ccc2ccc(O)c(C(C)=O)c2c1, CC(C)=O, [K+], [K+]. Yields the product COC(=O)COc1ccc2ccc(OCCCBr)c(C(C)=O)c2c1. RXN SMILES: [Br:21][CH2:22][CH2:23][CH2:24][Br:25].[C:26](=[O:27])([O-:28])[O-:29].[CH3:1][O:2][C:3]([CH2:4][O:5][c:6]1[cH:7][c:8]2[c:9]([C:17]([CH3:18])=[O:19])[c:10]([OH:16])[cH:11][cH:12][c:13]2[cH:14][cH:15]1)=[O:20].[CH3:32][C:33](=[O:34])[CH3:35].[K+:30].[K+:31]>>[CH3:1][O:2][C:3]([CH2:4][O:5][c:6]1[cH:7][c:8]2[c:9]([C:17]([CH3:18])=[O:19])[c:10]([O:16][CH2:24][CH2:23][CH2:22][Br:21])[cH:11][cH:12][c:13]2[cH:14][cH:15]1)=[O:20]. Reactants: O=C(c1ccccc1)N1CCCC1c1cccc(O)c1, O=C([O-])[O-], CN=C=O, [K+], [K+], C1CCOC1. Product: CNC(=O)Oc1cccc(C2CCCN2C(=O)c2ccccc2)c1. RXN SMILES: [C:1]([c:2]1[cH:3][cH:4][cH:5][cH:6][cH:7]1)(=[O:8])[N:9]1[CH:10]([c:14]2[cH:15][c:16]([OH:20])[cH:17][cH:18][cH:19]2)[CH2:11][CH2:12][CH2:13]1.[C:25](=[O:26])([O-:27])[O-:28].[CH3:21][N:22]=[C:23]=[O:24].[K+:29].[K+:30].[O:31]1[CH2:32][CH2:33][CH2:34][CH2:35]1>>[C:1]([c:2]1[cH:3][cH:4][cH:5][cH:6][cH:7]1)(=[O:8])[N:9]1[CH:10]([c:14]2[cH:15][c:16]([O:20][C:23]([NH:22][CH3:21])=[O:24])[cH:17][cH:18][cH:19]2)[CH2:11][CH2:12][CH2:13]1. Starting materials: O1C(CCCC1)ON1C([C@@H]([C@@H]1C)C\C=C\[Sn](CCCC)(CCCC)CCCC)=O ((3R,4S)-1-(2-tetrahydropyranyloxy)-3-((2E)-3-tributylstannyl-2-propene-1-yl)-4-methylazetidin-2-one), BrC1=CC=C(C=C1)C (4-bromotoluene), [Cl-].[Na+] (sodium chloride), [OH-].[NH4+] (ammonium hydroxide). The reagents and catalysts are [Pd](Cl)Cl.C1(=CC=CC=C1)P(C1=CC=CC=C1)C1=CC=CC=C1 (triphenyphosphine palladium (II) dichloride). Solvent: CN(C=O)C (dimethylformamide). Run at temperature 80 celsius. The product is O1C(CCCC1)ON1C([C@@H]([C@@H]1C)C\C=C\C1=CC=C(C=C1)C)=O ((3R,4S)-1-(2-tetrahydropyranyloxy)-3-((2E)-3-(4-methylphenyl)-2-propene-1-yl)-4-methylazetidin-2-one). Yield: 67.1%. Reaction SMILES: [O:1]1[CH2:6][CH2:5][CH2:4][CH2:3][CH:2]1[O:7][N:8]1[C@@H:11]([CH3:12])[C@@H:10]([CH2:13]/[CH:14]=[CH:15]/[Sn](CCCC)(CCCC)CCCC)[C:9]1=[O:29].Br[C:31]1[CH:36]=[CH:35][C:34]([CH3:37])=[CH:33][CH:32]=1.[OH-].[NH4+].[Cl-].[Na+]>CN(C)C=O.[Pd](Cl)Cl.C1(P(C2C=CC=CC=2)C2C=CC=CC=2)C=CC=CC=1>[O:1]1[CH2:6][CH2:5][CH2:4][CH2:3][CH:2]1[O:7][N:8]1[C@@H:11]([CH3:12])[C@@H:10]([CH2:13]/[CH:14]=[CH:15]/[C:31]2[CH:36]=[CH:35][C:34]([CH3:37])=[CH:33][CH:32]=2)[C:9]1=[O:29] |f:2.3,4.5,7.8|. Reported procedure: To a solution of (3R,4S)-1-(2-tetrahydropyranyloxy)-3-((2E)-3-tributylstannyl-2-propene-1-yl)-4-methylazetidin-2-one (400 mg, 0.78 mmol) in 1 mL of dimethylformamide is added 4-bromotoluene (180 mg, 0.93 mmol) and triphenyphosphine palladium (II) dichloride (27 mg, 0.04 mmol). The resulting solution is heated at 80° C. for 18 h, then 1 mL ammonium hydroxide is added. The reaction mixture is poured into saturated sodium chloride solution (20 mL) and extracted wit 1:1 ethyl acetate/hexane (50 mL).... The reactants are BrCC1=CC(=NN1C1=C(C=CC=C1)Cl)C(F)(F)F (5-bromomethyl-1-(2-chlorophenyl)-3-trifluoromethyl-1H-pyrazole), BrC1=CC=C(C=C1)O (4-bromophenol), C([O-])([O-])=O.[Na+].[Na+] (sodium carbonate), CN(C)C=O (DMF). Solvent: C(C)#N (acetonitrile). Yields the product BrC1=CC=C(OCC2=CC(=NN2C2=C(C=CC=C2)Cl)C(F)(F)F)C=C1 (5-(4-Bromophenoxymethyl)-1-(2-chlorophenyl)-3-trifluoromethyl-1H-pyrazole). As a reaction SMILES: Br[CH2:2][C:3]1[N:7]([C:8]2[CH:13]=[CH:12][CH:11]=[CH:10][C:9]=2[Cl:14])[N:6]=[C:5]([C:15]([F:18])([F:17])[F:16])[CH:4]=1.[Br:19][C:20]1[CH:25]=[CH:24][C:23]([OH:26])=[CH:22][CH:21]=1.C(=O)([O-])[O-].[Na+].[Na+].CN(C=O)C>C(#N)C>[Br:19][C:20]1[CH:25]=[CH:24][C:23]([O:26][CH2:2][C:3]2[N:7]([C:8]3[CH:13]=[CH:12][CH:11]=[CH:10][C:9]=3[Cl:14])[N:6]=[C:5]([C:15]([F:18])([F:17])[F:16])[CH:4]=2)=[CH:22][CH:21]=1 |f:2.3.4|. Reported procedure: Into a 25 mL flask was weighed 1.52 g (4.48 mmol) of 5-bromomethyl-1-(2-chlorophenyl)-3-trifluoromethyl-1H-pyrazole, 854 mg of 4-bromophenol, 584 mg of sodium carbonate, then 5 mL of DMF, and 5 mL of acetonitrile were added. The resulting suspension was stirred and heated at 80-850C for 20 h then was washed into a separatory funnel with ethyl acetate and water. The ethyl acetate was separated, washed with brine, dried (Na2SO4), and concentrated in vacuo. The residue was purified by silica gel fl... Starting materials: C(C)(C)(C)OC(N[C@@H](\C=C\C(CC1=CC=CC=C1)CO[Si](C)(C)C(C)(C)C)CC1=CC2=CC=CC=C2C=C1)=O (((1R,2E)-4-(tert-Butyldimethylsilanyloxymethyl)-1-(2-naphthyl)methyl-5-phenylpent-2-enyl)carbamic acid tert-butyl ester). Solvent: F (hydrogen fluoride), C(C)#N (acetonitrile). Run at time 3 hour. Yields the product C(C)(C)(C)OC(N[C@@H](\C=C\C(CC1=CC=CC=C1)CO)CC1=CC2=CC=CC=C2C=C1)=O (((1R,2E)-4-hydroxymethyl-1-(2-naphthyl)methyl-5-phenylpent-2-enyl)carbamic acid tert butyl ester). Yield: 58.8%. As a reaction SMILES: [C:1]([O:5][C:6](=[O:39])[NH:7][C@H:8]([CH2:28][C:29]1[CH:38]=[CH:37][C:36]2[C:31](=[CH:32][CH:33]=[CH:34][CH:35]=2)[CH:30]=1)/[CH:9]=[CH:10]/[CH:11]([CH2:19][O:20][Si](C(C)(C)C)(C)C)[CH2:12][C:13]1[CH:18]=[CH:17][CH:16]=[CH:15][CH:14]=1)([CH3:4])([CH3:3])[CH3:2]>F.C(#N)C>[C:1]([O:5][C:6](=[O:39])[NH:7][C@H:8]([CH2:28][C:29]1[CH:38]=[CH:37][C:36]2[C:31](=[CH:32][CH:33]=[CH:34][CH:35]=2)[CH:30]=1)/[CH:9]=[CH:10]/[CH:11]([CH2:19][OH:20])[CH2:12][C:13]1[CH:18]=[CH:17][CH:16]=[CH:15][CH:14]=1)([CH3:4])([CH3:2])[CH3:3]. Procedure details: ((1R,2E)-4-(tert-Butyldimethylsilanyloxymethyl)-1-(2-naphthyl)methyl-5-phenylpent-2-enyl)carbamic acid tert-butyl ester (0.75 g, 1.38 mmol) was dissolved in 2% hydrogen fluoride in acetonitrile (50 ml) and stirred at room temperature for 3 h. The solvent was removed in vacuo and the residue was chromatographed on silica (80 g) using dichloromethane/heptane/methanol (4/10/1) as eluent. Three fractions were isolated containing compounds with Rf 0.1-0.2. The major fraction (eluting second) was conc... Reactants: C(C)OCC (diethyl ether), O (water), [H-].[Al+3].[Li+].[H-].[H-].[H-] (lithium aluminium hydride), C1(CCCC1)(C(=O)OCC)C(=O)OCC (diethyl cyclopentane-1,1-dicarboxylate), [H-].[Al+3].[Li+].[H-].[H-].[H-] (lithium aluminium hydride), ester. The solvent is O1CCCC1 (tetrahydrofuran), O1CCCC1 (tetrahydrofuran). Reaction conditions: time 17 hour. The product is OCC1(CCCC1)CO (1,1-bis(hydroxymethyl)cyclopentane). Isolated yield 91.5%. Reaction SMILES: [C:1]1([C:11](OCC)=[O:12])([C:6](OCC)=[O:7])[CH2:5][CH2:4][CH2:3][CH2:2]1.[H-].[Al+3].[Li+].[H-].[H-].[H-].C(OCC)C.O>O1CCCC1>[OH:7][CH2:6][C:1]1([CH2:11][OH:12])[CH2:5][CH2:4][CH2:3][CH2:2]1 |f:1.2.3.4.5.6|. Reported procedure: A solution of diethyl cyclopentane-1,1-dicarboxylate (23.3 g) in dry tetrahydrofuran (50 cm3) was added to a stirred suspension of lithium aluminium hydride (2.3 g) in dry tetrahydrofuran (150 cm3) at 0° C. under an atmosphere of nitrogen. The mixture was allowed to warm to the ambient temperature then stood for 17 hours; GLC analysis of a withdrawn sample indicated the presence of starting ester at this time. Two further portions of lithium aluminium hydride (0.5 g and 3.0 g) were added and the...